Task: describe an organic reaction: reactants, conditions, products, and yield. Dataset: the Open Reaction Database (ORD), a public repository of structured organic reaction records Reactants: [Br-], COCCOc1cc(C(=O)N(C)OC)cc(C(C)(C)C)c1, C1CCOC1, C[Mg+], Cl, O. Yields the product COCCOc1cc(C(C)=O)cc(C(C)(C)C)c1. Reaction SMILES: [Br-:22].[C:1]([CH3:2])([CH3:3])([CH3:4])[c:5]1[cH:6][c:7]([C:8](=[O:9])[N:10]([O:11][CH3:12])[CH3:13])[cH:14][c:15]([O:17][CH2:18][CH2:19][O:20][CH3:21])[cH:16]1.[CH2:26]1[O:27][CH2:28][CH2:29][CH2:30]1.[CH3:23][Mg+:24].[ClH:25].[OH2:31]>>[C:1]([CH3:2])([CH3:3])([CH3:4])[c:5]1[cH:6][c:7]([C:8](=[O:9])[CH3:23])[cH:14][c:15]([O:17][CH2:18][CH2:19][O:20][CH3:21])[cH:16]1. The reactants are Cc1sc2ccncc2c1Br, CCC(CC)c1cc(C)nn2c(I)c(C)nc12, C1CCOC1, [Zn]. Yields the product CCC(CC)c1cc(C)nn2c(-c3c(C)sc4ccncc34)c(C)nc12. RXN SMILES: [Br:1][c:2]1[c:3]([CH3:11])[s:4][c:5]2[c:6]1[cH:7][n:8][cH:9][cH:10]2.[CH2:12]([CH3:13])[CH:14]([CH2:15][CH3:16])[c:17]1[c:18]2[n:19]([n:20][c:21]([CH3:23])[cH:22]1)[c:24]([I:28])[c:25]([CH3:27])[n:26]2.[CH2:29]1[O:30][CH2:31][CH2:32][CH2:33]1.[Zn:34]>>[c:2]1(-[c:24]2[n:19]3[c:18]([c:17]([CH:14]([CH2:12][CH3:13])[CH2:15][CH3:16])[cH:22][c:21]([CH3:23])[n:20]3)[n:26][c:25]2[CH3:27])[c:3]([CH3:11])[s:4][c:5]2[c:6]1[cH:7][n:8][cH:9][cH:10]2. The reactants are BrC1C(CCCC1)CC=O (2-bromocyclohexylacetaldehyde), COC=1C=C(C=CC1)S (3-methoxythiophenol), C([O-])([O-])=O.[K+].[K+] (potassium carbonate). Solvent: CC(=O)C (acetone). Reaction conditions: time 21 hour. The product is COC=1C=C(C=CC1)SC1C(CCCC1)CC=O (2-(3-methoxyphenylthio)cyclohexylacetaldehyde). The yield is 85.8%. Reaction SMILES: Br[CH:2]1[CH2:7][CH2:6][CH2:5][CH2:4][CH:3]1[CH2:8][CH:9]=[O:10].[CH3:11][O:12][C:13]1[CH:14]=[C:15]([SH:19])[CH:16]=[CH:17][CH:18]=1.C(=O)([O-])[O-].[K+].[K+]>CC(C)=O>[CH3:11][O:12][C:13]1[CH:14]=[C:15]([S:19][CH:2]2[CH2:7][CH2:6][CH2:5][CH2:4][CH:3]2[CH2:8][CH:9]=[O:10])[CH:16]=[CH:17][CH:18]=1 |f:2.3.4|. Procedure details: The mixture of 2-bromocyclohexylacetaldehyde 1.14 g, 3-methoxythiophenol 779 mg, potassium carbonate 1.54 g and acetone 20 ml is stirred at a room temperature for 21 hours. The solvent is distilled off under reduced pressure, and water 10 ml is added. Then, extraction is carried out twice with ethyl ether 20 ml. The organic layer is washed with saturated brine 5 ml and then dried on magnesium sulfate anhydrous. The solvent is distilled off under reduced pressure, and the residue is subjected to ... The reactants are OCC=1N=CNC1C (4-hydroxymethyl-5-methylimidazole), SCC(CC)N (1-mercapto-2-aminobutane). Yields the product CC=1N=CNC1CSCC(CC)N (4-methyl-5-[(2-aminobutyl)thiomethyl]imidazole). As a reaction SMILES: O[CH2:2][C:3]1[N:4]=[CH:5][NH:6][C:7]=1[CH3:8].[SH:9][CH2:10][CH:11]([NH2:14])[CH2:12][CH3:13]>>[CH3:8][C:7]1[N:6]=[CH:5][NH:4][C:3]=1[CH2:2][S:9][CH2:10][CH:11]([NH2:14])[CH2:12][CH3:13]. Procedure details: Reaction of 4-hydroxymethyl-5-methylimidazole and 1-mercapto-2-aminobutane in the procedure of Example 1(i) yields 4-methyl-5-[(2-aminobutyl)thiomethyl]imidazole and, when this is reacted with S-methyl-N'-[2-((4-methyl 5-imidazolyl)methylthio)ethyl]thiouronium sulphate in the procedure of Example 1(iii), the title compound is produced. Reactants: O=c1[nH]c2cc(Br)c(Cl)cc2o1, O=C([O-])[O-], CCOC(C)=O, CS(C)=O, CI, [K+], [K+]. Yields the product Cn1c(=O)oc2cc(Cl)c(Br)cc21. RXN SMILES: [Br:3][c:4]1[c:5]([Cl:14])[cH:6][c:7]2[c:8]([nH:9][c:10](=[O:12])[o:11]2)[cH:13]1.[C:15](=[O:16])([O-:17])[O-:18].[CH3:21][CH2:22][O:23][C:24](=[O:25])[CH3:26].[CH3:27][S:28]([CH3:29])=[O:30].[I:1][CH3:2].[K+:19].[K+:20]>>[Br:3][c:4]1[c:5]([Cl:14])[cH:6][c:7]2[c:8]([n:9]([CH3:15])[c:10](=[O:12])[o:11]2)[cH:13]1. Starting materials: NC=1C(=NON1)C1=NOC(N1C1=CC(=C(C=C1)F)Br)=O (3-(4-amino-1,2,5-oxadiazol-3-yl)-4-(3-bromo-4-fluorophenyl)-1,2,4-oxadiazol-5(4H)-one), C(C1=CC=CC=C1)N=C=O (benzyl isocyanate). The reagents and catalysts are CN(C1=CC=NC=C1)C (4-dimethylaminopyridine). Solvent: N1=CC=CC=C1 (pyridine). Run at temperature 150 celsius. Product: C(C1=CC=CC=C1)NC(=O)NC1=NON=C1C1=NOC(N1C1=CC(=C(C=C1)F)Br)=O (N-benzyl-N′-{4-[4-(3-bromo-4-fluorophenyl)-5-oxo-4,5-dihydro-1,2,4-oxadiazol-3-yl]-1,2,5-oxadiazol-3-yl}urea). RXN SMILES: [NH2:1][C:2]1[C:3]([C:7]2[N:11]([C:12]3[CH:17]=[CH:16][C:15]([F:18])=[C:14]([Br:19])[CH:13]=3)[C:10](=[O:20])[O:9][N:8]=2)=[N:4][O:5][N:6]=1.[CH2:21]([N:28]=[C:29]=[O:30])[C:22]1[CH:27]=[CH:26][CH:25]=[CH:24][CH:23]=1>CN(C)C1C=CN=CC=1.N1C=CC=CC=1>[CH2:21]([NH:28][C:29]([NH:1][C:2]1[C:3]([C:7]2[N:11]([C:12]3[CH:17]=[CH:16][C:15]([F:18])=[C:14]([Br:19])[CH:13]=3)[C:10](=[O:20])[O:9][N:8]=2)=[N:4][O:5][N:6]=1)=[O:30])[C:22]1[CH:27]=[CH:26][CH:25]=[CH:24][CH:23]=1. Procedure: A solution of 3-(4-amino-1,2,5-oxadiazol-3-yl)-4-(3-bromo-4-fluorophenyl)-1,2,4-oxadiazol-5(4H)-one (30 mg, 88 μmol) and 4-dimethylaminopyridine (5 mg, 40 μmol) in pyridine (0.5 mL) was treated with benzyl isocyanate (29 mg, 0.2 mmol) and heated in the microwave at 150° C. for 20 min. The reaction mixture was concentrated and purified by preparative LCMS to give the intermediate N-benzyl-N′-{4-[4-(3-bromo-4-fluorophenyl)-5-oxo-4,5-dihydro-1,2,4-oxadiazol-3-yl]-1,2,5-oxadiazol-3-yl}urea. This mat... Starting materials: COC(Cc1ccc(OCCc2nc(-c3ccccc3)oc2C)cc1O[Si](C)(C)C(C)(C)C(C)C)C(=O)N1C(=O)OCC1Cc1ccccc1, CO, CCOC(C)=O. The product is COC(Cc1ccc(OCCc2nc(-c3ccccc3)oc2C)cc1O)C(=O)N1C(=O)OCC1Cc1ccccc1. Reaction SMILES: [CH2:1]([c:2]1[cH:3][cH:4][cH:5][cH:6][cH:7]1)[CH:8]1[N:9]([C:14]([CH:15]([CH2:16][c:17]2[c:18]([O:38][Si:39]([CH3:40])([CH3:41])[C:42]([CH3:43])([CH3:44])[CH:45]([CH3:46])[CH3:47])[cH:19][c:20]([O:23][CH2:24][CH2:25][c:26]3[n:27][c:28](-[c:32]4[cH:33][cH:34][cH:35][cH:36][cH:37]4)[o:29][c:30]3[CH3:31])[cH:21][cH:22]2)[O:48][CH3:49])=[O:50])[C:10](=[O:13])[O:11][CH2:12]1.[CH3:51][OH:52].[CH3:53][CH2:54][O:55][C:56]([CH3:57])=[O:58]>>[CH2:1]([c:2]1[cH:3][cH:4][cH:5][cH:6][cH:7]1)[CH:8]1[N:9]([C:14]([CH:15]([CH2:16][c:17]2[c:18]([OH:38])[cH:19][c:20]([O:23][CH2:24][CH2:25][c:26]3[n:27][c:28](-[c:32]4[cH:33][cH:34][cH:35][cH:36][cH:37]4)[o:29][c:30]3[CH3:31])[cH:21][cH:22]2)[O:48][CH3:49])=[O:50])[C:10](=[O:13])[O:11][CH2:12]1. Reactants: [Al+3], [H-], [H-], [H-], [H-], [Li+], CCOC(=O)C(C)(C)CCCS(N)(=O)=O, C1CCOC1. Product: CC(C)(CO)CCCS(N)(=O)=O. As a reaction SMILES: [Al+3:17].[H-:16].[H-:19].[H-:20].[H-:21].[Li+:18].[NH2:1][S:2](=[O:3])(=[O:4])[CH2:5][CH2:6][CH2:7][C:8]([C:9](=[O:10])[O:11][CH2:12][CH3:13])([CH3:14])[CH3:15].[O:22]1[CH2:23][CH2:24][CH2:25][CH2:26]1>>[NH2:1][S:2](=[O:3])(=[O:4])[CH2:5][CH2:6][CH2:7][C:8]([CH2:9][OH:10])([CH3:14])[CH3:15]. The reactants are CC(C)(C#N)c1cccc(C(=O)O)c1, Cc1ccccc1, CN(C)c1ccncc1, Nc1cccc(Oc2ccc3nc(NC(=O)C4CC4)oc3c2)c1, O=S(Cl)Cl, c1ccncc1. The product is CC(C)(C#N)c1cccc(C(=O)Nc2cccc(Oc3ccc4nc(NC(=O)C5CC5)oc4c3)c2)c1. Reaction SMILES: [C:1](#[N:2])[C:3]([CH3:4])([CH3:5])[c:6]1[cH:7][c:8]([C:9](=[O:10])[OH:11])[cH:12][cH:13][cH:14]1.[CH3:19][c:20]1[cH:21][cH:22][cH:23][cH:24][cH:25]1.[CH3:49][N:50]([CH3:51])[c:52]1[cH:53][cH:54][n:55][cH:56][cH:57]1.[NH2:26][c:27]1[cH:28][c:29]([O:30][c:31]2[cH:32][c:33]3[c:34]([n:35][c:36]([NH:38][C:39](=[O:40])[CH:41]4[CH2:42][CH2:43]4)[o:37]3)[cH:44][cH:45]2)[cH:46][cH:47][cH:48]1.[S:15]([Cl:16])([Cl:17])=[O:18].[cH:58]1[cH:59][cH:60][n:61][cH:62][cH:63]1>>[C:1](#[N:2])[C:3]([CH3:4])([CH3:5])[c:6]1[cH:7][c:8]([C:9](=[O:11])[NH:26][c:27]2[cH:28][c:29]([O:30][c:31]3[cH:32][c:33]4[c:34]([n:35][c:36]([NH:38][C:39](=[O:40])[CH:41]5[CH2:42][CH2:43]5)[o:37]4)[cH:44][cH:45]3)[cH:46][cH:47][cH:48]2)[cH:12][cH:13][cH:14]1.